This data is from the Open Reaction Database (ORD), a public repository of structured organic reaction records. The task is: describe an organic reaction: reactants, conditions, products, and yield The reactants are C(C1=CC=CC=C1)N1CCC(CC1)(C#N)O (1-benzyl-4-hydroxy-piperidine-4-carbonitrile), N1CCOCC1 (morpholine). Solvent: CO (MeOH). Product: CC1(CCNCC1)N1CCOCC1 (4-(4-methyl-piperidin-4-yl)-morpholine). As a reaction SMILES: C([N:8]1[CH2:13][CH2:12][C:11](O)([C:14]#N)[CH2:10][CH2:9]1)C1C=CC=CC=1.[NH:17]1[CH2:22][CH2:21][O:20][CH2:19][CH2:18]1>CO>[CH3:14][C:11]1([N:17]2[CH2:22][CH2:21][O:20][CH2:19][CH2:18]2)[CH2:10][CH2:9][NH:8][CH2:13][CH2:12]1. Procedure: A solution of 5.25 g (23.8 mmol) 1-benzyl-4-hydroxy-piperidine-4-carbonitrile and 2.2 mL (25.2 mmol) morpholine in 30 mL MeOH was refluxed for 6 h. The mixture was evaporated to dryness i. vac., while the product was obtained in the form of crystals. Starting materials: CC1=C(C=CC(=O)C2=C(N(C3=CC=CC=C23)CCN2CCOCC2)C)C=CC=C1 (3-(2-methylcinnamoyl)-2-methyl-1-[2-(4-morpholinyl)ethyl]-1H-indole), FC1=C(C=O)C=CC=C1 (2-fluorobenzaldehyde), [OH-].[K+] (potassium hydroxide), C(C)O (ethanol). The solvent is C(C)(=O)OCC (ethyl acetate). Yields the product FC1=C(C=CC(=O)C2=C(N(C3=CC=CC=C23)CCN2CCOCC2)C)C=CC=C1 (3-(2-fluorocinnamoyl)-2-methyl-1-[2-(4-morpholinyl)ethyl]-1H-indole). Yield: 54.0%. As a reaction SMILES: C[C:2]1[CH:29]=[CH:28][CH:27]=[CH:26][C:3]=1[CH:4]=[CH:5][C:6]([C:8]1[C:16]2[C:11](=[CH:12][CH:13]=[CH:14][CH:15]=2)[N:10]([CH2:17][CH2:18][N:19]2[CH2:24][CH2:23][O:22][CH2:21][CH2:20]2)[C:9]=1[CH3:25])=[O:7].[F:30]C1C=CC=CC=1C=O.C(O)C.[OH-].[K+]>C(OCC)(=O)C>[F:30][C:2]1[CH:29]=[CH:28][CH:27]=[CH:26][C:3]=1[CH:4]=[CH:5][C:6]([C:8]1[C:16]2[C:11](=[CH:12][CH:13]=[CH:14][CH:15]=2)[N:10]([CH2:17][CH2:18][N:19]2[CH2:20][CH2:21][O:22][CH2:23][CH2:24]2)[C:9]=1[CH3:25])=[O:7] |f:3.4|. Procedure: Following a procedure similar to that described in Example 20A above, 14.75 g. (0.0516 mole) of 3-acetyl-2-methyl-1-[2-(4-morpholinyl)ethyl]-1H-indole (Example 20A) was reacted with 2-fluorobenzaldehyde in 260 ml. of ethanol in the presence of 3.44 g. (0.061 mole) of potassium hydroxide pellets and the product, in the form of the free base, recrystallized from ethyl acetate to give 10.0 g (54%) of 3-(2-fluorocinnamoyl)-2-methyl-1-[2-(4-morpholinyl)ethyl]-1H-indole, m.p. 113°-116° C. The reactants are Cl.C1(=CC=CC=C1)C(C(=O)N[C@@H](CCCN)C(=O)N[C@H](C)C1=CC=CC=C1)C1=CC=CC=C1 ((R)-N2 -(Diphenylacetyl)-(S)-N-(1-phenylethyl)ornithine amide hydrochloride), C(=O)(OCC1=CC=CC=C1)NC(SC)=NC(=O)OCC1=CC=CC=C1 (N,N'-bis(Cbz)-S-methyliso-thiourea), CCN(C(C)C)C(C)C (DiPEA). The product is Cl.C1(=CC=CC=C1)C(C(=O)N[C@@H](CCCNC(N)=N)C(=O)N[C@H](C)C1=CC=CC=C1)C1=CC=CC=C1 ((R)-N2 -(Diphenylacetyl)-(S)-N-(1-phenylethyl)arginine amide hydrochloride). Isolated yield 116.1%. Reaction SMILES: [ClH:1].[C:2]1([CH:8]([C:28]2[CH:33]=[CH:32][CH:31]=[CH:30][CH:29]=2)[C:9]([NH:11][C@H:12]([C:17]([NH:19][C@@H:20]([C:22]2[CH:27]=[CH:26][CH:25]=[CH:24][CH:23]=2)[CH3:21])=[O:18])[CH2:13][CH2:14][CH2:15][NH2:16])=[O:10])[CH:7]=[CH:6][CH:5]=[CH:4][CH:3]=1.C([NH:44][C:45](=[N:48]C(OCC1C=CC=CC=1)=O)SC)(OCC1C=CC=CC=1)=O.CCN(C(C)C)C(C)C>>[ClH:1].[C:28]1([CH:8]([C:2]2[CH:3]=[CH:4][CH:5]=[CH:6][CH:7]=2)[C:9]([NH:11][C@H:12]([C:17]([NH:19][C@@H:20]([C:22]2[CH:23]=[CH:24][CH:25]=[CH:26][CH:27]=2)[CH3:21])=[O:18])[CH2:13][CH2:14][CH2:15][NH:16][C:45](=[NH:44])[NH2:48])=[O:10])[CH:29]=[CH:30][CH:31]=[CH:32][CH:33]=1 |f:0.1,4.5|. Procedure: Prepared according to the method described in Example 4(f) above from (R)-N2 -(diphenylacetyl)-(S)-N-(1-phenylethyl)ornithine amide hydrochloride (0.50 g; 1.0 mmol; from step (c) above), N,N'-bis(Cbz)-S-methyliso-thiourea (0.40 g; 1.1 mmol) of and DiPEA (0.3 mL; 1.6 mmol), yielding 0.59 g (74%) of sub-title compound as a solid. As a reaction SMILES: [Br:1][c:2]1[n:3][c:4]([O:20][CH2:21][c:22]2[cH:23][n:24][cH:25][cH:26][cH:27]2)[c:5]([NH:8][S:9](=[O:10])(=[O:11])[c:12]2[c:13]([Cl:19])[c:14]([Cl:18])[cH:15][cH:16][cH:17]2)[n:6][cH:7]1.[C-:116]#[N:117].[C-:119]#[N:120].[CH3:28][N:29]([CH3:30])[CH:31]=[O:32].[CH3:33][CH2:34][O:35][C:36](=[O:37])[CH3:38].[Zn+2:118].[cH:39]1[cH:40][cH:41][c:42]([P:43]([Pd:44]([P:45]([c:46]2[cH:47][cH:48][cH:49][cH:50][cH:51]2)([c:52]2[cH:53][cH:54][cH:55][cH:56][cH:57]2)[c:58]2[cH:59][cH:60][cH:61][cH:62][cH:63]2)([P:64]([c:65]2[cH:66][cH:67][cH:68][cH:69][cH:70]2)([c:71]2[cH:72][cH:73][cH:74][cH:75][cH:76]2)[c:77]2[cH:78][cH:79][cH:80][cH:81][cH:82]2)[P:83]([c:84]2[cH:85][cH:86][cH:87][cH:88][cH:89]2)([c:90]2[cH:91][cH:92][cH:93][cH:94][cH:95]2)[c:96]2[cH:97][cH:98][cH:99][cH:100][cH:101]2)([c:102]2[cH:103][cH:104][cH:105][cH:106][cH:107]2)[c:108]2[cH:109][cH:110][cH:111][cH:112][cH:113]2)[cH:114][cH:115]1>>[c:2]1([C:28]#[N:29])[n:3][c:4]([O:20][CH2:21][c:22]2[cH:23][n:24][cH:25][cH:26][cH:27]2)[c:5]([NH:8][S:9](=[O:10])(=[O:11])[c:12]2[c:13]([Cl:19])[c:14]([Cl:18])[cH:15][cH:16][cH:17]2)[n:6][cH:7]1. Starting materials: O=S(=O)(Nc1ncc(Br)nc1OCc1cccnc1)c1cccc(Cl)c1Cl, [C-]#N, [C-]#N, CN(C)C=O, CCOC(C)=O, [Zn+2], c1ccc(P(c2ccccc2)(c2ccccc2)[Pd](P(c2ccccc2)(c2ccccc2)c2ccccc2)(P(c2ccccc2)(c2ccccc2)c2ccccc2)P(c2ccccc2)(c2ccccc2)c2ccccc2)cc1. Product: N#Cc1cnc(NS(=O)(=O)c2cccc(Cl)c2Cl)c(OCc2cccnc2)n1. RXN SMILES: [CH2:1]1[N:5]2[C:6]3[C:11]([NH:12][C:13](=[O:14])[CH:4]2[CH2:3][CH2:2]1)=[CH:10][CH:9]=[CH:8][CH:7]=3.[CH2:15](Cl)[C:16]1[CH:21]=[CH:20][CH:19]=[CH:18][CH:17]=1>>[C:16]1([CH2:15][N:12]2[C:11]3[C:6](=[CH:7][CH:8]=[CH:9][CH:10]=3)[N:5]3[CH2:1][CH2:2][CH2:3][CH:4]3[C:13]2=[O:14])[CH:21]=[CH:20][CH:19]=[CH:18][CH:17]=1. Reactants: C1CCC2N1C1=CC=CC=C1NC2=O (1,2,3,3a-tetrahydropyrrolo[1,2-a]quinoxalin-4(5H)-one), C(C1=CC=CC=C1)Cl (benzyl chloride). Product: C1(=CC=CC=C1)CN1C(C2N(C3=CC=CC=C13)CCC2)=O (1,2,3,3a-tetrahydro-5-(phenylmethyl)pyrrolo[1,2-a]quinoxalin-4(5H)-one). Procedure details: Following the procedure of Example 2, 1,2,3,3a-tetrahydropyrrolo[1,2-a]quinoxalin-4(5H)-one is reacted with benzyl chloride to afford the title compound, m.p. 156°-157° C. Starting materials: ClC1=CC=C(CN2C(C=C(C(=C2)C2=CC=C(C=C2)OC)CCO)=O)C=C1 (1-(4-chlorobenzyl)-4-(2-hydroxyethyl)-5-(4-methoxyphenyl)pyridin-2(1H)-one), IC (iodomethane). The product is ClC1=CC=C(CN2C(CC(C(=C2)C2=CC=C(C=C2)OC)CCOC)=O)C=C1 (1-(4-Chlorobenzyl)-4-(2-methoxyethyl)-5-(4-methoxyphenyl)pyridin-2(4H)-one), ClC1=CC=C(CN2C(C=C(C(=C2)C2=CC=C(C=C2)OC)CCOC)=O)C=C1 (1-(4-chlorobenzyl)-4-(2-methoxyethyl)-5-(4-methoxyphenyl)pyridin-2(1H)-one). The yield is 171.4%. RXN SMILES: [Cl:1][C:2]1[CH:26]=[CH:25][C:5]([CH2:6][N:7]2[CH:12]=[C:11]([C:13]3[CH:18]=[CH:17][C:16]([O:19][CH3:20])=[CH:15][CH:14]=3)[C:10]([CH2:21][CH2:22][OH:23])=[CH:9][C:8]2=[O:24])=[CH:4][CH:3]=1.I[CH3:28]>>[Cl:1][C:2]1[CH:3]=[CH:4][C:5]([CH2:6][N:7]2[CH:12]=[C:11]([C:13]3[CH:18]=[CH:17][C:16]([O:19][CH3:20])=[CH:15][CH:14]=3)[CH:10]([CH2:21][CH2:22][O:23][CH3:28])[CH2:9][C:8]2=[O:24])=[CH:25][CH:26]=1.[Cl:1][C:2]1[CH:3]=[CH:4][C:5]([CH2:6][N:7]2[CH:12]=[C:11]([C:13]3[CH:18]=[CH:17][C:16]([O:19][CH3:20])=[CH:15][CH:14]=3)[C:10]([CH2:21][CH2:22][O:23][CH3:28])=[CH:9][C:8]2=[O:24])=[CH:25][CH:26]=1. Procedure details: According to Scheme 30 Step 4: The title compound was prepared from 1-(4-chlorobenzyl)-4-(2-hydroxyethyl)-5-(4-methoxyphenyl)pyridin-2(1H)-one (1 eq, 0.14 mmol, 50 mg) and iodomethane (3 eq, 0.41 mmol, 58 mg) according to the procedure described for Example 34 Step 3. The product was further purified by flash chromatography over silica gel (AIT Flashsmart prepacked column 5 g SiO2) using Et2O/pentane 90/10 to afford 1-(4-chlorobenzyl)-4-(2-methoxyethyl)-5-(4-methoxyphenyl)pyridin-2(1H)-one (0.12... Reactants: S(O)(O)(=O)=O (sulfuric acid), ClC1=C(C(=O)O)C=CC=C1[N+](=O)[O-] (2-chloro-3-nitrobenzoic acid), C(C)(OC)(OC)OC (trimethyl orthoacetate). Solvent: CO (MeOH). Run at temperature 0 celsius, time 4 hour. Product: ClC1=C(C(=O)OC)C=CC=C1[N+](=O)[O-] (Methyl 2-chloro-3-nitrobenzoate). RXN SMILES: [Cl:1][C:2]1[C:10]([N+:11]([O-:13])=[O:12])=[CH:9][CH:8]=[CH:7][C:3]=1[C:4]([OH:6])=[O:5].S(=O)(=O)(O)O.[C:19](OC)(OC)(OC)C>CO>[Cl:1][C:2]1[C:10]([N+:11]([O-:13])=[O:12])=[CH:9][CH:8]=[CH:7][C:3]=1[C:4]([O:6][CH3:19])=[O:5]. Procedure details: 25.50 g (0,127 mol) of 2-chloro-3-nitrobenzoic acid are dissolved in 50 ml of MeOH, and 3 ml of concentrated sulfuric acid are added. The reaction mixture is heated at boiling for 4 h. Following the addition of 10 ml of trimethyl orthoacetate the mixture is heated at boiling for a further 2 h. After cooling to 0° C. and filtering off the solid by suction, 26.4 g (96 %) of colorless methyl 2-chloro-3-nitrobenzoate are obtained, m.p. 68-70° C.